From a dataset of the Open Reaction Database (ORD), a public repository of structured organic reaction records. describe an organic reaction: reactants, conditions, products, and yield The reactants are COC1=CC=C(C=C1)N1NC(=CC1=O)C (1-(4-methoxyphenyl)-3-methyl-5-pyrazolone), FC(C(C(=O)OC)=O)(F)F (methyl trifluoropyruvate). Solvent: C(Cl)(Cl)Cl (chloroform). Run at temperature 80 celsius, time 2 hour. Product: COC(C(C1=C(NN(C1=O)C1=CC=C(C=C1)OC)C)(C(F)(F)F)O)=O (2,5-dihydro-α-hydroxy-1-(4-methoxyphenyl)-3-methyl-5-oxo-α-trifluoromethyl-1H-pyrazole-4-acetic acid methyl ester), solid. As a reaction SMILES: [CH3:1][O:2][C:3]1[CH:8]=[CH:7][C:6]([N:9]2[C:13](=[O:14])[CH:12]=[C:11]([CH3:15])[NH:10]2)=[CH:5][CH:4]=1.[F:16][C:17]([F:25])([F:24])[C:18](=[O:23])[C:19]([O:21][CH3:22])=[O:20]>C(Cl)(Cl)Cl>[CH3:22][O:21][C:19](=[O:20])[C:18]([OH:23])([C:17]([F:25])([F:24])[F:16])[C:12]1[C:13](=[O:14])[N:9]([C:6]2[CH:5]=[CH:4][C:3]([O:2][CH3:1])=[CH:8][CH:7]=2)[NH:10][C:11]=1[CH3:15]. Reported procedure: To a chloroform solution (5 ml) of 1-(4-methoxyphenyl)-3-methyl-5-pyrazolone (102 mg, 0.5 mmol), methyl trifluoropyruvate (78 mg, 0.5 mmol) was added at room temperature and the mixture was stirred at 80° C. for 2 hours. After removing the solvent under reduced pressure, the title compound was obtained as a pale yellow solid (180 mg).